This data is from the Open Reaction Database (ORD), a public repository of structured organic reaction records. The task is: describe an organic reaction: reactants, conditions, products, and yield Reactants: C(CC)N1N=CC(=C1)B1OC(C(O1)(C)C)(C)C (1-propyl-4-(4,4,5,5-tetramethyl-1,3,2-dioxaborolan-2-yl)-1H-pyrazole), Pd-118, C([O-])([O-])=O.[K+].[K+] (potassium carbonate), O (water), BrC=1C=C(CCOCCC(=O)OC(C)(C)C)C=CC1 (tert-butyl 3-(3-bromophenethoxy)propanoate). Solvent: C(C)#N (acetonitrile), CC#N (MeCN). Conditions: temperature 80 celsius, time 5 minute. Product: C(CC)N1N=CC(=C1)C=1C=C(CCOCCC(=O)OC(C)(C)C)C=CC1 (tert-Butyl 3-(3-(1-propyl-1H-pyrazol-4-yl)phenethoxy)propanoate). The yield is 105.6%. As a reaction SMILES: C(=O)([O-])[O-].[K+].[K+].O.[CH2:8]([N:11]1[CH:15]=[C:14](B2OC(C)(C)C(C)(C)O2)[CH:13]=[N:12]1)[CH2:9][CH3:10].Br[C:26]1[CH:27]=[C:28]([CH:41]=[CH:42][CH:43]=1)[CH2:29][CH2:30][O:31][CH2:32][CH2:33][C:34]([O:36][C:37]([CH3:40])([CH3:39])[CH3:38])=[O:35]>C(#N)C>[CH2:8]([N:11]1[CH:15]=[C:14]([C:26]2[CH:27]=[C:28]([CH:41]=[CH:42][CH:43]=2)[CH2:29][CH2:30][O:31][CH2:32][CH2:33][C:34]([O:36][C:37]([CH3:39])([CH3:40])[CH3:38])=[O:35])[CH:13]=[N:12]1)[CH2:9][CH3:10] |f:0.1.2|. Procedure: Pd-118 (51.7 mg) was dissolved in acetonitrile (8 mL) and stirred for 5 min before addition of potassium carbonate (1.1 g), water (8 mL) and a solution of 1-propyl-4-(4,4,5,5-tetramethyl-1,3,2-dioxaborolan-2-yl)-1H-pyrazole (750 mg) in MeCN (1 mL). The mixture was stirred for a further 5 min then a solution of tert-butyl 3-(3-bromophenethoxy)propanoate (870 mg, prepared as in Preparation 3, Step i)) was added and the reaction was heated at the heating block (80° C.) for 30 min. The mixture was c... The reactants are CCSC1=NC(=O)C(=Cc2ccc3c(cnn3Cc3ccc(Cl)cc3C(F)(F)F)c2)S1, O=C(O)C1CNC1. Yields the product O=C1N=C(N2CC(C(=O)O)C2)SC1=Cc1ccc2c(cnn2Cc2ccc(Cl)cc2C(F)(F)F)c1. Reaction SMILES: [Cl:1][c:2]1[cH:3][c:4]([C:28]([F:29])([F:30])[F:31])[c:5]([CH2:6][n:7]2[n:8][cH:9][c:10]3[cH:11][c:12]([CH:16]=[C:17]4[C:18](=[O:25])[N:19]=[C:20]([S:22][CH2:23][CH3:24])[S:21]4)[cH:13][cH:14][c:15]23)[cH:26][cH:27]1.[NH:32]1[CH2:33][CH:34]([C:36](=[O:37])[OH:38])[CH2:35]1>>[Cl:1][c:2]1[cH:3][c:4]([C:28]([F:29])([F:30])[F:31])[c:5]([CH2:6][n:7]2[n:8][cH:9][c:10]3[cH:11][c:12]([CH:16]=[C:17]4[C:18](=[O:25])[N:19]=[C:20]([N:32]5[CH2:33][CH:34]([C:36](=[O:37])[OH:38])[CH2:35]5)[S:21]4)[cH:13][cH:14][c:15]23)[cH:26][cH:27]1. The reactants are C(C)(C)(C)OOC(C)(C)C (di-t-butylperoxide), C1=CCCC=CCC1 (1,5cyclooctadiene), C1(=CC=CC=C1)P (phenylphosphine), P-H, C(C)(C)(C)OOC(C)(C)C (Di-t-butylperoxide), CCCCCCCCCCC (undecane), olefin. Reaction conditions: temperature 135 celsius, time 2 hour. Product: C1(=CC=CC=C1)P1CCCCCCCC1C1CCCCCCCC1 (9-Phenyl-9-Phosphabicyclononane). As a reaction SMILES: [CH:1]1[CH2:8][CH2:7]C=C[CH2:4][CH2:3][CH:2]=1.[C:9]1([PH2:15])[CH:14]=[CH:13][CH:12]=[CH:11][CH:10]=1.C(OOC(C)(C)C)(C)(C)C.[CH3:26][CH2:27][CH2:28][CH2:29][CH2:30][CH2:31][CH2:32][CH2:33][CH2:34][CH2:35][CH3:36]>>[C:9]1([P:15]2[CH:29]([CH:28]3[CH2:4][CH2:3][CH2:2][CH2:1][CH2:8][CH2:7][CH2:26][CH2:27]3)[CH2:30][CH2:31][CH2:32][CH2:33][CH2:34][CH2:35][CH2:36]2)[CH:14]=[CH:13][CH:12]=[CH:11][CH:10]=1. Reported procedure: This procedure is a modification of Mason and Van Winkle's. See U.S. Pat. No. 3,400,163. All glassware is dried at 120° C. and assembled hot under a purge of argon. A 250 mL, 3-neck flask is fitted with magnetic spin bar, thermometer, reflux condenser, a rubber syringe septum, argon inlet, and flowmeter. The reactor system is purged overnight with argon flowing at 3 mL/min., and then charged with redistilled 1,5cyclooctadiene [43.3 g (49.1 mL), 0.4 mole, density =0.882 g/mL, from Aldrich Chemica... Starting materials: [Br-], C[Mg+], C1CCOC1, O=Cc1ccc2nccnc2c1. Product: CC(O)c1ccc2nccnc2c1. Reaction SMILES: [Br-:13].[CH3:14][Mg+:15].[O:16]1[CH2:17][CH2:18][CH2:19][CH2:20]1.[n:1]1[cH:2][cH:3][n:4][c:5]2[cH:6][c:7]([CH:11]=[O:12])[cH:8][cH:9][c:10]12>>[n:1]1[cH:2][cH:3][n:4][c:5]2[cH:6][c:7]([CH:11]([OH:12])[CH3:14])[cH:8][cH:9][c:10]12. The reactants are C, CC(C)(C)OC(=O)Oc1cccc(-c2ccc(C(=O)OC(C)(C)C)c([N+](=O)[O-])c2)c1, CO, CCOC(C)=O, [Pd]. Product: CC(C)(C)OC(=O)Oc1cccc(-c2ccc(C(=O)OC(C)(C)C)c(N)c2)c1. RXN SMILES: [C:33].[C:3]([CH3:4])([CH3:5])([CH3:6])[O:7][C:8](=[O:9])[O:10][c:11]1[cH:12][c:13](-[c:17]2[cH:18][c:19]([N+:30]([O-:31])=[O:32])[c:20]([C:21](=[O:22])[O:23][C:24]([CH3:25])([CH3:26])[CH3:27])[cH:28][cH:29]2)[cH:14][cH:15][cH:16]1.[CH3:1][OH:2].[CH3:35][CH2:36][O:37][C:38](=[O:39])[CH3:40].[Pd:34]>>[C:3]([CH3:4])([CH3:5])([CH3:6])[O:7][C:8](=[O:9])[O:10][c:11]1[cH:12][c:13](-[c:17]2[cH:18][c:19]([NH2:30])[c:20]([C:21](=[O:22])[O:23][C:24]([CH3:25])([CH3:26])[CH3:27])[cH:28][cH:29]2)[cH:14][cH:15][cH:16]1. Starting materials: CC(C)(C)OC(=O)N1CCc2sc(C(N)=O)cc2C1, CO, Cl. The product is NC(=O)c1cc2c(s1)CCNC2. Reaction SMILES: [C:1]([O:2][C:3](=[O:4])[N:8]1[CH2:9][c:10]2[c:11]([s:14][c:15]([C:17]([NH2:18])=[O:19])[cH:16]2)[CH2:12][CH2:13]1)([CH3:5])([CH3:6])[CH3:7].[CH3:20][OH:21].[ClH:22]>>[NH:8]1[CH2:9][c:10]2[c:11]([s:14][c:15]([C:17]([NH2:18])=[O:19])[cH:16]2)[CH2:12][CH2:13]1.